From a dataset of the Open Reaction Database (ORD), a public repository of structured organic reaction records. describe an organic reaction: reactants, conditions, products, and yield Starting materials: Cl.Cl.FC=1C=C2C(=CNC2=CC1)CCCNC1CC2=C3C=CC=NC3=CC=C2OC1 ((−)-N-[3-(5-fluoro-1H-indol-3-yl)propyl]-2,3-dihydro-1H-pyrano[3,2-f]quinolin-2-amine bis-hydrochloride salt), Cl.Cl.FC=1C=C2C(=CNC2=CC1)CCCN(C1CC2=C3C=CC=NC3=CC=C2OC1)CCC ((+)-N-[3-(5-fluoro-1H-indol-3-yl)propyl]-N-propyl-2,3-dihydro-1H-pyrano[3,2-f]quinolin-2-amine bis-hydrochloride salt), Cl (HCl), solution, Cl.CCOCC (HCl Et2O), Cl (HCl). Run in CS(=O)C (DMSO), C(C)(=O)OCC (ethyl acetate). Yields the product FC=1C=C2C(=CNC2=CC1)CCCN(C1CC2=C3C=CC=NC3=CC=C2OC1)CCC ((+)-N-[3-(5-fluoro-1H-indol-3-yl)propyl]-N-propyl-2,3-dihydro-1H-pyrano[3,2-f]quinolin-2-amine). As a reaction SMILES: Cl.Cl.FC1C=C2C(=CC=1)NC=C2CCCNC1COC2C(=C3C(=CC=2)N=CC=C3)C1.Cl.Cl.CCOCC.Cl.Cl.[F:40][C:41]1[CH:42]=[C:43]2[C:47](=[CH:48][CH:49]=1)[NH:46][CH:45]=[C:44]2[CH2:50][CH2:51][CH2:52][N:53]([CH2:68][CH2:69][CH3:70])[CH:54]1[CH2:67][O:66][C:65]2[C:56](=[C:57]3[C:62](=[CH:63][CH:64]=2)[N:61]=[CH:60][CH:59]=[CH:58]3)[CH2:55]1>C(OCC)(=O)C.CS(C)=O>[F:40][C:41]1[CH:42]=[C:43]2[C:47](=[CH:48][CH:49]=1)[NH:46][CH:45]=[C:44]2[CH2:50][CH2:51][CH2:52][N:53]([CH2:68][CH2:69][CH3:70])[CH:54]1[CH2:67][O:66][C:65]2[C:56](=[C:57]3[C:62](=[CH:63][CH:64]=2)[N:61]=[CH:60][CH:59]=[CH:58]3)[CH2:55]1 |f:0.1.2,4.5,6.7.8|. Procedure: This compound was prepared generally following the procedure above for example 22 using (−)-N-[3-(5-fluoro-1H-indol-3-yl)propyl]-2,3-dihydro-1H-pyrano[3,2-f]quinolin-2-amine (example 21b) as starting material. It was converted to the HCl salt by dissolution in ethyl acetate and addition of 1M HCl/Et2O (2.4 eq) to generate (+)-N-[3-(5-fluoro-1H-indol-3-yl)propyl]-N-propyl-2,3-dihydro-1H-pyrano[3,2-f]quinolin-2-amine bis-hydrochloride salt as a yellow solid: mp 106° C./dec. [α]D25=+38.0° (c=1% sol... The reactants are ClC1=CC(=C(O[C@H](C(=O)O)C)C=C1)O ((2S)-2-(4-chloro-2-hydroxyphenoxy)-propanoic acid), FC1=CC=C(C=C1)[N+](=O)[O-] (1-fluoro-4-nitro-benzene), C([O-])([O-])=O.[K+].[K+] (potassium carbonate), O (water). Solvent: C(C)OCC (diethylether). Conditions: temperature 90 celsius. The product is ClC1=CC(=C(O[C@H](C(=O)O)C)C=C1)OC1=CC=C(C=C1)[N+](=O)[O-] ((2S)-2-[4-Chloro-2-(4-nitrophenoxy)phenoxy]-propanoic acid). Reaction SMILES: [Cl:1][C:2]1[CH:13]=[CH:12][C:5]([O:6][C@@H:7]([CH3:11])[C:8]([OH:10])=[O:9])=[C:4]([OH:14])[CH:3]=1.F[C:16]1[CH:21]=[CH:20][C:19]([N+:22]([O-:24])=[O:23])=[CH:18][CH:17]=1.C(=O)([O-])[O-].[K+].[K+].O>C(OCC)C>[Cl:1][C:2]1[CH:13]=[CH:12][C:5]([O:6][C@@H:7]([CH3:11])[C:8]([OH:10])=[O:9])=[C:4]([O:14][C:16]2[CH:21]=[CH:20][C:19]([N+:22]([O-:24])=[O:23])=[CH:18][CH:17]=2)[CH:3]=1 |f:2.3.4|. Procedure: To a solution of (2S)-2-(4-chloro-2-hydroxyphenoxy)-propanoic acid (0.216 g) and 1-fluoro-4-nitro-benzene (0.127 g) in NUT (3 ml) was added potassium carbonate (0.276 g) and the reaction heated at 90° C. for 2 h. After cooling to RT, water and diethylether were added. The aqueous layer was separated and extracted again with diethylether. The aqueous layer was isolated, acidified to pH 2 and extracted with diethylether. This later extract was dried and evaporated under reduced pressure. The resid... The product is N(=[N+]=[N-])CC=1C=C(C(C(=O)OCC)=CC1)O (ethyl 4-azidomethylsalicylate). RXN SMILES: Br[CH2:2][C:3]1[CH:4]=[C:5]([OH:14])[C:6](=[CH:12][CH:13]=1)[C:7]([O:9][CH2:10][CH3:11])=[O:8].[N-:15]=[N+:16]=[N-:17].[Na+]>CN(C)C=O.ClCCl>[N:15]([CH2:2][C:3]1[CH:4]=[C:5]([OH:14])[C:6](=[CH:12][CH:13]=1)[C:7]([O:9][CH2:10][CH3:11])=[O:8])=[N+:16]=[N-:17] |f:1.2|. Procedure details: Ethyl 4-bromomethylsalicylate (4.8 g, 18.6 mmoles) was dissolved in dry N,N-di-methylformamide (50 mL) and sodium azide (1.2 g, 18.9 mmoles) was added. The suspension was stirred at room temperature for 2 hours. The reaction mixture was then diluted with dichloromethane (150 mL) and extracted with 1N aqueous hydrochloric acid (100 mL), water (100 mL), and saturated aqueous sodium chloride (50 mL). Finally, the solution was then dried over anhydrous magnesium sulfate, filtered, and evaporated to ... Reaction conditions: time 2 hour. The solvent is CN(C=O)C (N,N-di-methylformamide), ClCCl (dichloromethane). The reactants are BrCC=1C=C(C(C(=O)OCC)=CC1)O (Ethyl 4-bromomethylsalicylate), [N-]=[N+]=[N-].[Na+] (sodium azide). Reactants: C(CO)O (ethylene glycol), C(C1=CC=CC=C1)N1CCC(CC1)N(C(CCCCl)=O)C(C)C (N-(1-benzylpiperidin-4-yl)-N-isopropyl 4-chlorobutyramide), C1(=CC=C(C=C1)S(=O)(=O)O)C (p-toluenesulfonic acid). Solvent: ClCCl (dichloromethane). Yields the product C(C1=CC=CC=C1)N1CCC(CC1)N(C(CCCOCCO)=O)C(C)C (N-(1-Benzylpiperidin-4-yl)-N-isopropyl 4-(2-Hydroxyethoxy)butyramide). The yield is 50.4%. Reaction SMILES: [CH2:1]([OH:4])[CH2:2][OH:3].[CH2:5]([N:12]1[CH2:17][CH2:16][CH:15]([N:18]([CH:25]([CH3:27])[CH3:26])[C:19](=[O:24])[CH2:20][CH2:21][CH2:22]Cl)[CH2:14][CH2:13]1)[C:6]1[CH:11]=[CH:10][CH:9]=[CH:8][CH:7]=1.C1(C)C=CC(S(O)(=O)=O)=CC=1>ClCCl>[CH2:5]([N:12]1[CH2:13][CH2:14][CH:15]([N:18]([CH:25]([CH3:26])[CH3:27])[C:19](=[O:24])[CH2:20][CH2:21][CH2:22][O:3][CH2:2][CH2:1][OH:4])[CH2:16][CH2:17]1)[C:6]1[CH:7]=[CH:8][CH:9]=[CH:10][CH:11]=1. Procedure: A mixture of ethylene glycol (15 mL, 268 mmol) and N-(1-benzylpiperidin-4-yl)-N-isopropyl 4-chlorobutyramide (5.0 g, 14.9 mmol) was heated at 140° C. for 2 h in the presence of a catalytic amount p-toluenesulfonic acid. The reaction mixture was then dissolved in dichloromethane and the solution washed with 1 N sodium hydroxide, aqueous sodium bicarbonate solution and brine; and dried over MgSO4 and concentrated in vacuo. The residue was purified by flash column chromatography (dichloromethane/me... The reactants are C(C1=CC=CC=C1)O[C@@H]1C([C@H](O[C@@H]([C@H]1OCC1=CC=CC=C1)COCC1=CC=CC=C1)CP(OCC)(OCC)=O)=NO (diethyl (((2S,4R,5S,6R)-4,5-bis(benzyloxy)-6-((benzyloxy)methyl)-3-(hydroxyimino)tetrahydro-2H-pyran-2-yl)methyl)phosphonate), N1=CC=CC=C1 (pyridine), CC(=O)OC(=O)C (Ac2O). The reagents and catalysts are CN(C)C=1C=CN=CC1 (DMAP). Run in C(Cl)Cl (DCM). Conditions: time 16 hour. The product is C(C)(=O)ON=C1[C@H](O[C@@H]([C@H]([C@@H]1OCC1=CC=CC=C1)OCC1=CC=CC=C1)COCC1=CC=CC=C1)CP(OCC)(OCC)=O (diethyl (((2 S,4R,5 S,6R)-3-(acetoxyimino)-4,5-bis(benzyloxy)-6-((benzyloxy)methyl)tetrahydro-2H-pyran-2-yl)methyl)phosphonate). The yield is 70.0%. RXN SMILES: [CH2:1]([O:8][C@H:9]1[C@H:14]([O:15][CH2:16][C:17]2[CH:22]=[CH:21][CH:20]=[CH:19][CH:18]=2)[C@@H:13]([CH2:23][O:24][CH2:25][C:26]2[CH:31]=[CH:30][CH:29]=[CH:28][CH:27]=2)[O:12][C@H:11]([CH2:32][P:33](=[O:40])([O:37][CH2:38][CH3:39])[O:34][CH2:35][CH3:36])[C:10]1=[N:41][OH:42])[C:2]1[CH:7]=[CH:6][CH:5]=[CH:4][CH:3]=1.N1C=CC=CC=1.[CH3:49][C:50](OC(C)=O)=[O:51]>C(Cl)Cl.CN(C1C=CN=CC=1)C>[C:50]([O:42][N:41]=[C:10]1[C@@H:9]([O:8][CH2:1][C:2]2[CH:3]=[CH:4][CH:5]=[CH:6][CH:7]=2)[C@H:14]([O:15][CH2:16][C:17]2[CH:18]=[CH:19][CH:20]=[CH:21][CH:22]=2)[C@@H:13]([CH2:23][O:24][CH2:25][C:26]2[CH:27]=[CH:28][CH:29]=[CH:30][CH:31]=2)[O:12][C@@H:11]1[CH2:32][P:33](=[O:40])([O:34][CH2:35][CH3:36])[O:37][CH2:38][CH3:39])(=[O:51])[CH3:49]. Reported procedure: To a solution of diethyl (((2S,4R,5S,6R)-4,5-bis(benzyloxy)-6-((benzyloxy)methyl)-3-(hydroxyimino)tetrahydro-2H-pyran-2-yl)methyl)phosphonate (2.0 g, 3.35 mmol, 1.0 equiv) in dry DCM (40 mL) was added catalytic DMAP, pyridine (2.1 mL, 26.8 mmol, 8.0 equiv) and Ac2O (1.26 mL, 13.4 mmol, 4.0 equiv) slowly. The mixture was stirred at room temperature for 16 hours and then the concentrated in vacuo. The product thus obtained was then purified by silica gel chromatography, eluting with MeOH:acetone:c... RXN SMILES: [C:34]([CH2:35][CH3:36])(=[O:37])[Cl:38].[CH2:39]([Cl:40])[Cl:41].[CH3:27][N:28]1[CH2:29][CH2:30][O:31][CH2:32][CH2:33]1.[CH3:42][CH2:43][O:44][C:45](=[O:46])[CH3:47].[Cl:1][c:2]1[cH:3][c:4]([CH:12]([C:13](=[O:14])[NH:15][c:16]2[n:17][nH:18][cH:19][cH:20]2)[CH2:21][CH:22]2[CH2:23][CH2:24][CH2:25][CH2:26]2)[cH:5][cH:6][c:7]1[S:8](=[O:9])(=[O:10])[CH3:11]>>[Cl:1][c:2]1[cH:3][c:4]([CH:12]([C:13](=[O:14])[NH:15][c:16]2[n:17][n:18]([C:34]([CH2:35][CH3:36])=[O:37])[cH:19][cH:20]2)[CH2:21][CH:22]2[CH2:23][CH2:24][CH2:25][CH2:26]2)[cH:5][cH:6][c:7]1[S:8](=[O:9])(=[O:10])[CH3:11]. Yields the product CCC(=O)n1ccc(NC(=O)C(CC2CCCC2)c2ccc(S(C)(=O)=O)c(Cl)c2)n1. Starting materials: CCC(=O)Cl, ClCCl, CN1CCOCC1, CCOC(C)=O, CS(=O)(=O)c1ccc(C(CC2CCCC2)C(=O)Nc2cc[nH]n2)cc1Cl.